This data is from the Open Reaction Database (ORD), a public repository of structured organic reaction records. The task is: describe an organic reaction: reactants, conditions, products, and yield Reactants: BrB(Br)Br, O=C([O-])O, CCC1c2ccccc2-c2sc(-c3ccsc3)cc2N1S(=O)(=O)c1ccc(OC)cc1, ClCCl, C1=CCCCC1, [Na+]. Product: CCC1c2ccccc2-c2sc(-c3ccsc3)cc2N1S(=O)(=O)c1ccc(O)cc1. RXN SMILES: [B:37]([Br:38])([Br:39])[Br:40].[C:32](=[O:33])([OH:34])[O-:35].[CH2:1]([CH3:2])[CH:3]1[N:4]([S:21](=[O:22])(=[O:23])[c:24]2[cH:25][cH:26][c:27]([O:30][CH3:31])[cH:28][cH:29]2)[c:5]2[c:6]([s:13][c:14](-[c:16]3[cH:17][s:18][cH:19][cH:20]3)[cH:15]2)-[c:7]2[cH:8][cH:9][cH:10][cH:11][c:12]21.[CH2:41]([Cl:42])[Cl:43].[CH2:44]1[CH2:45][CH:46]=[CH:47][CH2:48][CH2:49]1.[Na+:36]>>[CH2:1]([CH3:2])[CH:3]1[N:4]([S:21](=[O:22])(=[O:23])[c:24]2[cH:25][cH:26][c:27]([OH:30])[cH:28][cH:29]2)[c:5]2[c:6]([s:13][c:14](-[c:16]3[cH:17][s:18][cH:19][cH:20]3)[cH:15]2)-[c:7]2[cH:8][cH:9][cH:10][cH:11][c:12]21.